This data is from the Open Reaction Database (ORD), a public repository of structured organic reaction records. The task is: describe an organic reaction: reactants, conditions, products, and yield The reactants are FC(C=1C=C(OC2CNC2)C=CC1)(F)F (3-[3-(trifluoromethyl)phenoxy]azetidine), [N+](=O)([O-])NC(=O)N (nitrourea). The solvent is CC(=O)C (acetone). Conditions: time 5 day. Yields the product FC(C=1C=C(OC2CN(C2)C(=O)N)C=CC1)(F)F (3-[3-(Trifluoromethyl)phenoxy]-1-azetidinecarboxamide). RXN SMILES: [F:1][C:2]([F:15])([F:14])[C:3]1[CH:4]=[C:5]([CH:11]=[CH:12][CH:13]=1)[O:6][CH:7]1[CH2:10][NH:9][CH2:8]1.[N+]([NH:19][C:20](N)=[O:21])([O-])=O>CC(C)=O>[F:15][C:2]([F:1])([F:14])[C:3]1[CH:4]=[C:5]([CH:11]=[CH:12][CH:13]=1)[O:6][CH:7]1[CH2:10][N:9]([C:20]([NH2:19])=[O:21])[CH2:8]1. Procedure details: A mixture of 30.6 g (0.141 mole) of 3-[3-(trifluoromethyl)phenoxy]azetidine and 42 g (0.321 mole) of nitrourea (80%) in 500 ml of acetone was stirred for 5 days (5 days not required, but convenient) at room temperature. The mixture was filtered and the filtrate concentrated in vacuo. The residue was partitioned between 150 ml of water and 100 ml of ethyl acetate and the layers separated. The aqueous layer was washed with 100 ml of ethyl acetate. The ethyl acetate layers were washed with 75 ml of... Reactants: O=C1c2cccc(Cl)c2C(Br)c2cccc(Cl)c21, CC(C)CO, C1CCOC1, [Ca+2], O=C([O-])[O-], O. Yields the product CC(C)COC1c2cccc(Cl)c2C(=O)c2cccc(Cl)c21. As a reaction SMILES: [Br:1][CH:2]1[c:3]2[cH:4][cH:5][cH:6][c:7]([Cl:18])[c:8]2[C:9](=[O:17])[c:10]2[cH:11][cH:12][cH:13][c:14]([Cl:16])[c:15]21.[CH2:24]([CH:25]([CH3:26])[CH3:27])[OH:28].[CH2:30]1[O:31][CH2:32][CH2:33][CH2:34]1.[Ca+2:19].[O-:20][C:21](=[O:22])[O-:23].[OH2:29]>>[CH:2]1([O:28][CH2:24][CH:25]([CH3:26])[CH3:27])[c:3]2[cH:4][cH:5][cH:6][c:7]([Cl:18])[c:8]2[C:9](=[O:17])[c:10]2[cH:11][cH:12][cH:13][c:14]([Cl:16])[c:15]21. The reactants are CN1C(CN=C(C2=C1C=CC=C2)C2=CC=CC=C2)CCl (1-methyl-2-chloromethyl-5-phenyl-2,3-dihydro-1H-1,4-benzodiazepine), ClN1C(CCC1=O)=O (N-chlorosuccinimide). Run in C(Cl)Cl (methylenechloride). Product: Cl.ClC=1C=CC2=C(C(=NCC(N2C)CCl)C2=CC=CC=C2)C1 (7-chloro-1-methyl-2-chloromethyl-5-phenyl-2,3-dihydro-1H-1,4-benzodiazepine hydrochloride). Yield: 117.2%. As a reaction SMILES: [CH3:1][N:2]1[C:8]2[CH:9]=[CH:10][CH:11]=[CH:12][C:7]=2[C:6]([C:13]2[CH:18]=[CH:17][CH:16]=[CH:15][CH:14]=2)=[N:5][CH2:4][CH:3]1[CH2:19][Cl:20].[Cl:21]N1C(=O)CCC1=O>C(Cl)Cl>[ClH:20].[Cl:21][C:11]1[CH:10]=[CH:9][C:8]2[N:2]([CH3:1])[CH:3]([CH2:19][Cl:20])[CH2:4][N:5]=[C:6]([C:13]3[CH:14]=[CH:15][CH:16]=[CH:17][CH:18]=3)[C:7]=2[CH:12]=1 |f:3.4|. Reported procedure: 4.1 g of 1-methyl-2-chloromethyl-5-phenyl-2,3-dihydro-1H-1,4-benzodiazepine and 1.94 g of N-chlorosuccinimide were heated under reflux in 50 ml methylenechloride for 24 hours. The solvent was then distilled off in a vacuum, the crude product was taken up in ether and reacted with an isopropanol solution of hydrogen chloride. There were obtained 3 g of 7-chloro-1-methyl-2-chloromethyl-5-phenyl-2,3-dihydro-1H-1,4-benzodiazepine hydrochloride. The product was identical with that of Example 4. Reactants: [Na] (sodium), NC1=NC(=CC=C1)N (2,6-diaminopyridine), [OH-].[Na+] (sodium hydroxide), CC(=O)C1=CC=C(C=C1)Cl (4-chloroacetophenone), C(=O)OCC (ethyl formate). Product: NC1=NC2=NC(=CC=C2C=C1)C1=CC=C(C=C1)Cl (2-Amino-7-(4-chlorophenyl)-1,8-naphthyridine). The yield is 88.2%. RXN SMILES: [Na].[CH3:2][C:3]([C:5]1[CH:10]=[CH:9][C:8]([Cl:11])=[CH:7][CH:6]=1)=O.[CH:12](OCC)=O.[NH2:17][C:18]1[CH:23]=[CH:22][CH:21]=[C:20]([NH2:24])[N:19]=1.[OH-].[Na+]>>[NH2:17][C:18]1[CH:23]=[CH:22][C:21]2[C:20](=[N:24][C:3]([C:5]3[CH:10]=[CH:9][C:8]([Cl:11])=[CH:7][CH:6]=3)=[CH:2][CH:12]=2)[N:19]=1 |f:4.5,^1:0|. Procedure: The procedure is analogous to that described in Example 11, but starting with sodium (2.3 g), 4-chloroacetophenone (15.5 g) and ethyl formate (11 g). The solid obtained (20.4 g) is then added to 2,6-diaminopyridine (11.6 g). The product obtained after hydrolysis and neutralization with sodium hydroxide is separated by filtration, washed with distilled water (6×100 cc) at a temperature in the vicinity of 50° C., and then air-dried. 2-Amino-7-(4-chlorophenyl)-1,8-naphthyridine (22.6 g), m.p. appro...